describe an organic reaction: reactants, conditions, products, and yield From a dataset of the Open Reaction Database (ORD), a public repository of structured organic reaction records. Starting materials: CC(C(CN1C(C=2C(C1=O)=CC=CC2)=O)=O)=CC(C)=O (3-Methyl-1-phthalimidohex-3-ene-2,5-dione). Reagents/catalysts: [Ni] (Raney nickel). Run in C(C)(=O)OCC (ethyl acetate). Run at time 12 minute. Product: CC(C(CN1C(C=2C(C1=O)=CC=CC2)=O)=O)CC(C)=O (3-methyl-1-phthalimidohexane-2,5-dione). Yield: 97.6%. Reaction SMILES: [CH3:1][C:2](=[CH:17][C:18](=[O:20])[CH3:19])[C:3](=[O:16])[CH2:4][N:5]1[C:9](=[O:10])[C:8]2=[CH:11][CH:12]=[CH:13][CH:14]=[C:7]2[C:6]1=[O:15]>[Ni].C(OCC)(=O)C>[CH3:1][CH:2]([CH2:17][C:18](=[O:20])[CH3:19])[C:3](=[O:16])[CH2:4][N:5]1[C:9](=[O:10])[C:8]2=[CH:11][CH:12]=[CH:13][CH:14]=[C:7]2[C:6]1=[O:15]. Procedure details: 3-Methyl-1-phthalimidohex-3-ene-2,5-dione (423 mg, 1.56 millimoles) was catalytically hydrogenated with 300 mg of Raney nickel (containing ethanol) in 45 ml ethyl acetate using a catalytic reduction apparatus. In 12 minutes, hydrogen was absorbed in an amount stoichiometrically required to hydrogenate the carbon-carbon double bond of the above compound. The catalyst was separated by suction filtration with a care taken not to bring it into contact with the air. The solvent was evaporated from th...